From a dataset of the Open Reaction Database (ORD), a public repository of structured organic reaction records. describe an organic reaction: reactants, conditions, products, and yield The reactants are COC(=O)c1ccc(Cn2nc(OC)c3ccc([N+](=O)[O-])cc32)c(OC)c1, CCOC(C)=O. The product is COC(=O)c1ccc(Cn2nc(OC)c3ccc(N)cc32)c(OC)c1. As a reaction SMILES: [CH3:1][O:2][c:3]1[n:4][n:5]([CH2:15][c:16]2[c:17]([O:26][CH3:27])[cH:18][c:19]([C:20](=[O:21])[O:22][CH3:23])[cH:24][cH:25]2)[c:6]2[cH:7][c:8]([N+:12]([O-:13])=[O:14])[cH:9][cH:10][c:11]12.[CH3:28][CH2:29][O:30][C:31](=[O:32])[CH3:33]>>[CH3:1][O:2][c:3]1[n:4][n:5]([CH2:15][c:16]2[c:17]([O:26][CH3:27])[cH:18][c:19]([C:20](=[O:21])[O:22][CH3:23])[cH:24][cH:25]2)[c:6]2[cH:7][c:8]([NH2:12])[cH:9][cH:10][c:11]12. Yields the product Cl.CC1(OC2=C(C3=C1CCC3)C(=CC(=C2)C(CCCC2=CC=C(C=C2)F)C)OC(CCCN2CCCC2)=O)C (4,4-Dimethyl-7-(4-p-Fluorophenyl-1-Methylbutyl)-9-[4-(Pyrrolidino)-Butyryloxy]-1,2,3,4-Tetrahydrocyclopenta[c] [1]Benzopyran Hydrochloride). The solvent is C(Cl)Cl (methylene chloride). The reactants are CC1(OC2=C(C3=C1CCC3)C(=CC(=C2)C(CCCC2=CC=C(C=C2)F)C)O)C (4,4-dimethyl-9-hydroxy-7-(4-p-fluorophenyl-1-methylbutyl)-1,2,3,4-tetrahydrocyclopenta [c] [1]benzopyran), Cl.N1(CCCC1)CCCC(=O)O (γ-pyrrolidinobutyric acid hydrochloride), C1(CCCCC1)N=C=NC1CCCCC1 (dicyclohexylcarbodiimide). Reaction SMILES: [CH3:1][C:2]1([CH3:28])[C:7]2[CH2:8][CH2:9][CH2:10][C:6]=2[C:5]2[C:11]([OH:27])=[CH:12][C:13]([CH:15]([CH3:26])[CH2:16][CH2:17][CH2:18][C:19]3[CH:24]=[CH:23][C:22]([F:25])=[CH:21][CH:20]=3)=[CH:14][C:4]=2[O:3]1.[ClH:29].[N:30]1([CH2:35][CH2:36][CH2:37][C:38](O)=[O:39])[CH2:34][CH2:33][CH2:32][CH2:31]1.C1(N=C=NC2CCCCC2)CCCCC1>C(Cl)Cl>[ClH:29].[CH3:28][C:2]1([CH3:1])[C:7]2[CH2:8][CH2:9][CH2:10][C:6]=2[C:5]2[C:11]([O:27][C:38](=[O:39])[CH2:37][CH2:36][CH2:35][N:30]3[CH2:34][CH2:33][CH2:32][CH2:31]3)=[CH:12][C:13]([CH:15]([CH3:26])[CH2:16][CH2:17][CH2:18][C:19]3[CH:24]=[CH:23][C:22]([F:25])=[CH:21][CH:20]=3)=[CH:14][C:4]=2[O:3]1 |f:1.2,5.6|. Procedure: 3.55 g. (9.37 mmoles) of 4,4-dimethyl-9-hydroxy-7-(4-p-fluorophenyl-1-methylbutyl)-1,2,3,4-tetrahydrocyclopenta [c] [1]benzopyran are combined with 1.82 g. (9.37 mmoles) of γ-pyrrolidinobutyric acid hydrochloride and 2.06 g. (10.0 mmoles) of dicyclohexylcarbodiimide in 150 ml. of methylene chloride and stirred at room temperature for 21/2 hours. The insoluble by-product of dicyclohexylurea is removed by filtration and the filtrate is evaporated to give a residue which crystallized upon standing.... The reactants are O=[N+]([O-])c1cc(Br)cc(CO)c1, O=C1CCC(=O)N1Br, CCOC(C)=O, C1CCOC1, c1ccc(P(c2ccccc2)c2ccccc2)cc1. Product: O=[N+]([O-])c1cc(Br)cc(CBr)c1. RXN SMILES: [Br:1][c:2]1[cH:3][c:4]([CH2:11][OH:12])[cH:5][c:6]([N+:8](=[O:9])[O-:10])[cH:7]1.[Br:32][N:33]1[C:34](=[O:35])[CH2:36][CH2:37][C:38]1=[O:39].[CH3:45][CH2:46][O:47][C:48](=[O:49])[CH3:50].[O:40]1[CH2:41][CH2:42][CH2:43][CH2:44]1.[c:13]1([P:14]([c:15]2[cH:16][cH:17][cH:18][cH:19][cH:20]2)[c:21]2[cH:22][cH:23][cH:24][cH:25][cH:26]2)[cH:27][cH:28][cH:29][cH:30][cH:31]1>>[Br:1][c:2]1[cH:3][c:4]([CH2:11][Br:32])[cH:5][c:6]([N+:8](=[O:9])[O-:10])[cH:7]1. Reactants: CO, ClC(Cl)Cl, O=C(N1CCC(O)CC1)C12CC(c3ccccc31)c1ccccc12. Yields the product OC1CCN(CC23CC(c4ccccc42)c2ccccc23)CC1. Reaction SMILES: [CH3:25][OH:26].[CH:27]([Cl:28])([Cl:29])[Cl:30].[cH:1]1[cH:2][cH:3][cH:4][c:5]2[c:14]1[C:13]1([C:16](=[O:17])[N:18]3[CH2:19][CH2:20][CH:21]([OH:24])[CH2:22][CH2:23]3)[c:12]3[c:7]([cH:8][cH:9][cH:10][cH:11]3)[CH:6]2[CH2:15]1>>[cH:1]1[cH:2][cH:3][cH:4][c:5]2[c:14]1[C:13]1([CH2:16][N:18]3[CH2:19][CH2:20][CH:21]([OH:24])[CH2:22][CH2:23]3)[c:12]3[c:7]([cH:8][cH:9][cH:10][cH:11]3)[CH:6]2[CH2:15]1. Procedure details: 1.44 g (1.87 mmole) of 2-(benzyloxy)-3-(octadecyloxy)propyl 14-trimethylammoniotetradecyl phosphate was dissolved in 50 ml of 70% acetic acid and 0.5 g of 10% Pd-C was added as a catalyst. The mixture was stirred at room temperature for 4 hours in a hydrogen atmosphere. The reaction mixture was filtered and concentrated to dryness under reduced pressure. Acetone was added to the residue and the solidified substance was collected by filtration, washed with acetone and dried to give 1.24 g (yield:... Starting materials: P(=O)(OCC(COCCCCCCCCCCCCCCCCCC)OCC1=CC=CC=C1)(OCCCCCCCCCCCCCC[N+](C)(C)C)[O-] (2-(benzyloxy)-3-(octadecyloxy)propyl 14-trimethylammoniotetradecyl phosphate), [H][H] (hydrogen). Product: P(=O)(OCC(COCCCCCCCCCCCCCCCCCC)O)(OCCCCCCCCCCCCCC[N+](C)(C)C)[O-] (2-(Hydroxy)-3-(octadecyloxy)propyl 14-trimethylammoniotetradecyl phosphate). Reaction SMILES: [P:1]([O-:53])([O:34][CH2:35][CH2:36][CH2:37][CH2:38][CH2:39][CH2:40][CH2:41][CH2:42][CH2:43][CH2:44][CH2:45][CH2:46][CH2:47][CH2:48][N+:49]([CH3:52])([CH3:51])[CH3:50])([O:3][CH2:4][CH:5]([O:26]CC1C=CC=CC=1)[CH2:6][O:7][CH2:8][CH2:9][CH2:10][CH2:11][CH2:12][CH2:13][CH2:14][CH2:15][CH2:16][CH2:17][CH2:18][CH2:19][CH2:20][CH2:21][CH2:22][CH2:23][CH2:24][CH3:25])=[O:2].[H][H]>C(O)(=O)C.[Pd]>[P:1]([O-:53])([O:34][CH2:35][CH2:36][CH2:37][CH2:38][CH2:39][CH2:40][CH2:41][CH2:42][CH2:43][CH2:44][CH2:45][CH2:46][CH2:47][CH2:48][N+:49]([CH3:52])([CH3:51])[CH3:50])([O:3][CH2:4][CH:5]([OH:26])[CH2:6][O:7][CH2:8][CH2:9][CH2:10][CH2:11][CH2:12][CH2:13][CH2:14][CH2:15][CH2:16][CH2:17][CH2:18][CH2:19][CH2:20][CH2:21][CH2:22][CH2:23][CH2:24][CH3:25])=[O:2]. The solvent is C(C)(=O)O (acetic acid). The reagents and catalysts are [Pd] (Pd-C). Isolated yield 97.8%. The reactants are C1(CCCC1)N(C(OC(C)(C)C)=O)CC1=C2C(=CC=C1)N(CC21CCNCC1)C=1C2=C(N=CN1)CC[C@H]2C(C)C ((S)-tert-butyl cyclopentyl((1-(5-isopropyl-6,7-dihydro-5H-cyclopenta[d]pyrimidin-4-yl)spiro[indoline-3,4′-piperidine]-4-yl)methyl)carbamate), Cl (HCl). Solvent: C(Cl)Cl (DCM), O1CCOCC1 (dioxane). Conditions: time 1 hour. The product is Cl.Cl.Cl.C(C)(C)[C@@H]1CCC=2N=CN=C(C21)N2CC1(CCNCC1)C1=C(C=CC=C21)CNC2CCCC2 ((S)—N-((1-(5-isopropyl-6,7-dihydro-5H-cyclopenta[d]pyrimidin-4-yl)spiro[indoline-3,4′-piperidine]-4-yl)methyl)cyclopentanamine trihydrochloride). RXN SMILES: [CH:1]1([N:6]([CH2:14][C:15]2[CH:20]=[CH:19][CH:18]=[C:17]3[N:21]([C:29]4[C:30]5[C@H:37]([CH:38]([CH3:40])[CH3:39])[CH2:36][CH2:35][C:31]=5[N:32]=[CH:33][N:34]=4)[CH2:22][C:23]4([CH2:28][CH2:27][NH:26][CH2:25][CH2:24]4)[C:16]=23)C(=O)OC(C)(C)C)[CH2:5][CH2:4][CH2:3][CH2:2]1.[ClH:41]>C(Cl)Cl.O1CCOCC1>[ClH:41].[ClH:41].[ClH:41].[CH:38]([C@H:37]1[C:30]2[C:29]([N:21]3[C:17]4[C:16](=[C:15]([CH2:14][NH:6][CH:1]5[CH2:5][CH2:4][CH2:3][CH2:2]5)[CH:20]=[CH:19][CH:18]=4)[C:23]4([CH2:28][CH2:27][NH:26][CH2:25][CH2:24]4)[CH2:22]3)=[N:34][CH:33]=[N:32][C:31]=2[CH2:35][CH2:36]1)([CH3:40])[CH3:39] |f:4.5.6.7|. Reported procedure: A solution of (S)-tert-butyl cyclopentyl((1-(5-isopropyl-6,7-dihydro-5H-cyclopenta[d]pyrimidin-4-yl)spiro[indoline-3,4′-piperidine]-4-yl)methyl)carbamate (0.0156 g, 0.0286 mmol) in DCM (2 mL) was treated with 4N HCl in dioxane (0.5 mL). The reaction was stirred at room temperature for 1 hour and concentrated to yield (S)—N-((1-(5-isopropyl-6,7-dihydro-5H-cyclopenta[d]pyrimidin-4-yl)spiro[indoline-3,4′-piperidine]-4-yl)methyl)cyclopentanamine trihydrochloride as a solid. LCMS (APCI+) m/z 446.3 [M... The reactants are C(C)O[Si](OCC)(OCC)C1=C(CC1)[Si](OCC)(OCC)OCC (bis(tri-ethoxysilyl)cyclobutene), C(C)O[Si](OCC)(OCC)C1=C(CC1)[Si](OCC)(OCC)OCC (bis(tri-ethoxysilyl)cyclobutene). The reagents and catalysts are [Cu]Cl (copper(I) chloride), [Cu]Cl (copper(I) chloride), [Cu]Cl (copper(I) chloride). Reaction conditions: time 24 hour. The product is C(C)O[Si](C1C(CC1)[Si](OCC)(OCC)OCC)(OCC)OCC (1,2-bis(tri-ethoxysilyl)cyclobutane). RXN SMILES: [CH2:1]([O:3][Si:4]([C:11]1[CH2:14][CH2:13][C:12]=1[Si:15]([O:22][CH2:23][CH3:24])([O:19][CH2:20][CH3:21])[O:16][CH2:17][CH3:18])([O:8][CH2:9][CH3:10])[O:5][CH2:6][CH3:7])[CH3:2]>[Cu]Cl>[CH2:17]([O:16][Si:15]([O:22][CH2:23][CH3:24])([O:19][CH2:20][CH3:21])[CH:12]1[CH2:13][CH2:14][CH:11]1[Si:4]([O:5][CH2:6][CH3:7])([O:3][CH2:1][CH3:2])[O:8][CH2:9][CH3:10])[CH3:18]. Reported procedure: 1,2-Bis(tri-ethoxysilyl)acetylene represented by formula (A) was mixed with 1.2 mol equivalent of zirconocene diethyl, and the mixture was stirred at room temperature for one hr. Subsequently, 1.2 mol equivalent of iodine was mixed thereinto, and the mixture was stirred at 0° C. for 2 hr. Finally, 1.2 mol equivalent of copper(I) chloride was mixed thereinto, and the mixture was stirred at room temperature for 6 hr. Thus, the reactions were successively performed. Thereafter, the reaction solutio...